From a dataset of the Open Reaction Database (ORD), a public repository of structured organic reaction records. describe an organic reaction: reactants, conditions, products, and yield Reactants: [C@H]1(CCC2=CC=CC=C12)NC1=NC2=CC=C(C=C2C=C1)N ((R)—N2-indan-1-yl-quinoline-2,6-diamine), COC1=CC=C(C=C1)N=C=O (4-methoxyphenyl-isocyanate). Yields the product [C@H]1(CCC2=CC=CC=C12)NC1=NC2=CC=C(C=C2C=C1)NC(=O)NC1=CC=C(C=C1)OC (1-[2-((R)-Indan-1-ylamino)-quinolin-6-yl]-3-(4-methoxy-phenyl)-urea). As a reaction SMILES: [C@H:1]1([NH:10][C:11]2[CH:20]=[CH:19][C:18]3[C:13](=[CH:14][CH:15]=[C:16]([NH2:21])[CH:17]=3)[N:12]=2)[C:9]2[C:4](=[CH:5][CH:6]=[CH:7][CH:8]=2)[CH2:3][CH2:2]1.[CH3:22][O:23][C:24]1[CH:29]=[CH:28][C:27]([N:30]=[C:31]=[O:32])=[CH:26][CH:25]=1>>[C@H:1]1([NH:10][C:11]2[CH:20]=[CH:19][C:18]3[C:13](=[CH:14][CH:15]=[C:16]([NH:21][C:31]([NH:30][C:27]4[CH:28]=[CH:29][C:24]([O:23][CH3:22])=[CH:25][CH:26]=4)=[O:32])[CH:17]=3)[N:12]=2)[C:9]2[C:4](=[CH:5][CH:6]=[CH:7][CH:8]=2)[CH2:3][CH2:2]1. Reported procedure: The title compound, MS: m/e=425.7 (M+H+), was prepared in accordance with the general method 4 of example 16 from (R)—N2-indan-1-yl-quinoline-2,6-diamine and 4-methoxyphenyl-isocyanate. The reactants are NC=1N=CSC1C(=O)OC (methyl 4-amino-1,3-thiazole-5-carboxylate), N1=CC=CC=C1 (pyridine), BrC=1C(=C(C(=CC1)Cl)CC(=O)Cl)Cl ((3-bromo-2,6-dichlorophenyl)acetyl chloride). The solvent is C(C)#N (acetonitrile), C(C)#N (acetonitrile). Conditions: time 5 minute. Product: BrC=1C(=C(C(=CC1)Cl)CC(=O)NC=1N=CSC1C(=O)OC)Cl (methyl 4-{[(3-bromo-2,6-dichlorophenyl)acetyl]amino}-1,3-thiazole-5-carboxylate). Isolated yield 74.8%. RXN SMILES: [NH2:1][C:2]1[N:3]=[CH:4][S:5][C:6]=1[C:7]([O:9][CH3:10])=[O:8].N1C=CC=CC=1.[Br:17][C:18]1[C:19]([Cl:29])=[C:20]([CH2:25][C:26](Cl)=[O:27])[C:21]([Cl:24])=[CH:22][CH:23]=1>C(#N)C>[Br:17][C:18]1[C:19]([Cl:29])=[C:20]([CH2:25][C:26]([NH:1][C:2]2[N:3]=[CH:4][S:5][C:6]=2[C:7]([O:9][CH3:10])=[O:8])=[O:27])[C:21]([Cl:24])=[CH:22][CH:23]=1. Reported procedure: 2.0 g (12.64 mmol) of methyl 4-amino-1,3-thiazole-5-carboxylate were dissolved in 20 acetonitrile, and 2.05 ml (25.29 mmol) of pyridine were added. After 5 min of stirring at room temperature, a solution of 4.21 g (13.91 mmol) of (3-bromo-2,6-dichlorophenyl)acetyl chloride (obtained from (3-bromo-2,6-dichlorophenyl)acetic acid, see WO9736868) in 10 ml of acetonitrile was added dropwise. The reaction mixture was stirred at RT for 12 h. The precipitate formed was filtered off, washed with water an... Reactants: C1(=CC=C(C=C1)S(=O)(=O)Cl)C (p-Toluenesulfonyl chloride), CC(CO)CO (2-Methylpropane-1,3-diol), O (H2O). The solvent is N1=CC=CC=C1 (pyridine). Product: S(=O)(=O)(C1=CC=C(C)C=C1)OCC(COS(=O)(=O)C1=CC=C(C)C=C1)C (1,3-Ditosyloxy-2-methyl-propane). RXN SMILES: [CH3:1][CH:2]([CH2:5][OH:6])[CH2:3][OH:4].[C:7]1([CH3:17])[CH:12]=[CH:11][C:10]([S:13](Cl)(=[O:15])=[O:14])=[CH:9][CH:8]=1.[OH2:18]>N1C=CC=CC=1>[S:13]([O:4][CH2:3][CH:2]([CH3:1])[CH2:5][O:6][S:13]([C:10]1[CH:11]=[CH:12][C:7]([CH3:17])=[CH:8][CH:9]=1)(=[O:14])=[O:18])([C:10]1[CH:11]=[CH:12][C:7]([CH3:17])=[CH:8][CH:9]=1)(=[O:15])=[O:14]. Procedure: 2-Methylpropane-1,3-diol (50 g, 555 mmol) was dissolved in 555 ml pyridine and cooled to 0° C. p-Toluenesulfonyl chloride (212 g, 1110 mmol) was added and stirring was continued over night. 200 ml H2O was added and the reaction was extracted with DCM (2×1L). The combined organic extracts were dried over MgSO4 and evaporated. The product was recrystallized from EtOH/Hex and the product was obtained as a white solid. MS m/z: 399.0 (M+1). Starting materials: Cl (hydrochloric acid), BrC1=CC(=C(C(=C1)Cl)OCC1=CC=CC=C1)C (4-bromo-6-chloro-2-methyl-1-benzyloxybenzene), C(CCC)[Li] (n-butyl lithium), COB(OC)OC (trimethoxyborane), crude product. Solvent: O1CCCC1 (tetrahydrofuran), O1CCCC1 (tetrahydrofuran). Reaction conditions: temperature -70 celsius, time 2 hour. The product is C(C1=CC=CC=C1)OC1=C(C=C(C=C1C)O)Cl (4-benzyloxy-3-chloro-5-methylphenol). The yield is 91.1%. As a reaction SMILES: Br[C:2]1[CH:7]=[C:6]([Cl:8])[C:5]([O:9][CH2:10][C:11]2[CH:16]=[CH:15][CH:14]=[CH:13][CH:12]=2)=[C:4]([CH3:17])[CH:3]=1.C([Li])CCC.C[O:24]B(OC)OC.Cl>O1CCCC1>[CH2:10]([O:9][C:5]1[C:4]([CH3:17])=[CH:3][C:2]([OH:24])=[CH:7][C:6]=1[Cl:8])[C:11]1[CH:16]=[CH:15][CH:14]=[CH:13][CH:12]=1. Procedure details: Then, 40 g of 4-bromo-6-chloro-2-methyl-1-benzyloxybenzene was dissolved in 400 ml of tetrahydrofuran, followed by stirring at -70° C., to which 76 ml of n-butyl lithium solution (in hexane, 1.69 mol/liter) was added dropwise, followed by further stirring at -70° C. for 2 hours. To this reaction mixture was added dropwise a solution of 13.3 g of trimethoxyborane dissolved in 50 ml of tetrahydrofuran. Then, the reaction mixture was stirred for 1 hours, while warming to room temperature, and 100 m... The reactants are N1=CN=CC(=C1)CCCCCCN1C(C2=CC=CC=C2C1=O)=O (2-[6-(5-pyrimidinyl)hexyl]-1H-isoindole-1,3-(2H)-dione), O.NN (hydrazine hydrate). Solvent: C(C)O (ethanol). Yields the product N1=CN=CC(=C1)CCCCCCN (5-pyrimidinehexanamine). Isolated yield 89.3%. RXN SMILES: [N:1]1[CH:6]=[C:5]([CH2:7][CH2:8][CH2:9][CH2:10][CH2:11][CH2:12][N:13]2C(=O)C3C(=CC=CC=3)C2=O)[CH:4]=[N:3][CH:2]=1.O.NN>C(O)C>[N:1]1[CH:6]=[C:5]([CH2:7][CH2:8][CH2:9][CH2:10][CH2:11][CH2:12][NH2:13])[CH:4]=[N:3][CH:2]=1 |f:1.2|. Reported procedure: A solution of 23.2 g of 2-[6-(5-pyrimidinyl)hexyl]-1H-isoindole-1,3-(2H)-dione and 14.6 ml of hydrazine hydrate in 320 ml of ethanol was heated to reflux for 3 hours. The cooled mixture was filtered and the filtrate was concentrated and dissolved in dichloromethne. The solution was washed with 5% sodium hydroxide, dried and evaporated to an oil which was evaportively distilled to yield 12.0 g (90%) of 5-pyrimidinehexanamine, bp 120°-128° C./0.6 mm. Starting materials: CC(C)([O-])C.[Na+] (sodium tert-butoxide), N1CCCCCC1 (azacycloheptane), BrC1=CC(=C(C(=C1)C)NC(CC1CCCC1)=O)C (N-(4-Bromo-2,6-dimethyl-phenyl)-2-cyclopentyl-acetamide), C1(CCCCC1)P(C1=C(C=CC=C1)C1=C(C=CC=C1)N(C)C)C1CCCCC1 ((2′-dicyclohexylphosphanyl-biphenyl-2-yl)-dimethyl-amine). Reagents/catalysts: C=1C=CC(=CC1)/C=C/C(=O)/C=C/C2=CC=CC=C2.C=1C=CC(=CC1)/C=C/C(=O)/C=C/C2=CC=CC=C2.[Pd] (Bis(dibenzylideneacetone)palladium). Run in C1(=CC=CC=C1)C (toluene). Reaction conditions: temperature 110 celsius. Yields the product N1(CCCCCC1)C1=CC(=C(C(=C1)C)NC(CC1CCCC1)=O)C (N-(4-Azepan-1-yl-2,6-dimethyl-phenyl)-2-cyclopentyl-acetamide). Yield: 49.7%. Reaction SMILES: C1(P(C2CCCCC2)C2C=CC=CC=2C2C=CC=CC=2N(C)C)CCCCC1.CC(C)([O-])C.[Na+].[NH:35]1[CH2:41][CH2:40][CH2:39][CH2:38][CH2:37][CH2:36]1.Br[C:43]1[CH:48]=[C:47]([CH3:49])[C:46]([NH:50][C:51](=[O:58])[CH2:52][CH:53]2[CH2:57][CH2:56][CH2:55][CH2:54]2)=[C:45]([CH3:59])[CH:44]=1>C1(C)C=CC=CC=1.C1C=CC(/C=C/C(/C=C/C2C=CC=CC=2)=O)=CC=1.C1C=CC(/C=C/C(/C=C/C2C=CC=CC=2)=O)=CC=1.[Pd]>[N:35]1([C:43]2[CH:48]=[C:47]([CH3:49])[C:46]([NH:50][C:51](=[O:58])[CH2:52][CH:53]3[CH2:57][CH2:56][CH2:55][CH2:54]3)=[C:45]([CH3:59])[CH:44]=2)[CH2:41][CH2:40][CH2:39][CH2:38][CH2:37][CH2:36]1 |f:1.2,6.7.8|. Procedure: Bis(dibenzylideneacetone)palladium (2.8 mg) and (2′-dicyclohexylphosphanyl-biphenyl-2-yl)-dimethyl-amine (3.8 mg) were mixed in dry toluene (2.5 mL) under argon for 5 minutes. To this mixture were added sodium tert-butoxide (6 mg), azacycloheptane (7.5 mg) and N-(4-bromo-2,6-dimethyl-phenyl)-2-cyclopentyl-acetamide (1p, 15 mg) and the reaction was heated to 110° C. in a sealed 4 mL vial under argon for 48 hours. The reaction mixture was concentrated in vacuo, sodium hydroxide (2 M, 1.5 mL) was a... Starting materials: N1CCCC1 (pyrrolidine), C(C)(=O)O (acetic acid), OC=1C=C(C=O)C=C(C1O)[N+](=O)[O-] (3,4-dihydroxy-5-nitrobenzaldehyde), O=C(CCCCC(=O)NC1=CC=C(C=C1)C(F)(F)F)C (6-oxo-4'-(trifluoromethyl)-heptananilide). Solvent: O1CCCC1 (tetrahydrofuran). Run at time 56 hour. Product: OC=1C=C(C=C(C1O)[N+](=O)[O-])/C=C/C(CCCCC(=O)NC1=CC=C(C=C1)C(F)(F)F)=O ((E)-8-(3,4-dihydroxy-5-nitrophenyl)-6-oxo-4'-(trifluoromethyl) -7-octenanilide). As a reaction SMILES: N1CCCC1.C(O)(=O)C.[OH:10][C:11]1[CH:12]=[C:13]([CH:16]=[C:17]([N+:20]([O-:22])=[O:21])[C:18]=1[OH:19])[CH:14]=O.[O:23]=[C:24]([CH3:42])[CH2:25][CH2:26][CH2:27][CH2:28][C:29]([NH:31][C:32]1[CH:37]=[CH:36][C:35]([C:38]([F:41])([F:40])[F:39])=[CH:34][CH:33]=1)=[O:30]>O1CCCC1>[OH:10][C:11]1[CH:12]=[C:13](/[CH:14]=[CH:42]/[C:24](=[O:23])[CH2:25][CH2:26][CH2:27][CH2:28][C:29]([NH:31][C:32]2[CH:33]=[CH:34][C:35]([C:38]([F:39])([F:40])[F:41])=[CH:36][CH:37]=2)=[O:30])[CH:16]=[C:17]([N+:20]([O-:22])=[O:21])[C:18]=1[OH:19]. Reported procedure: 0.875 ml of pyrrolidine in 35 ml of tetrahydrofuran is treated at 5° with 0.605 ml of acetic acid and subsequently with 1.73 g of 3,4-dihydroxy-5-nitrobenzaldehyde and 2.87 g of 6-oxo-4'-(trifluoromethyl)-heptananilide and stirred at 23° under argon for 56 hours. The residue obtained after evaporating the reaction mixture is partitioned between ethyl acetate and 1N sodium hydroxide solution. The combined sodium hydroxide extracts are made acid with conc, hydrochloric acid, extracted with ethyl a...